From a dataset of the Open Reaction Database (ORD), a public repository of structured organic reaction records. describe an organic reaction: reactants, conditions, products, and yield Starting materials: F[B-](F)(F)F, CC1COCCN1c1nc(-c2ccc(Nc3cccc(OCc4ccccc4)n3)cc2)nc2c1CCNC2, CN(C)C=O, O=CO, CCN(C(C)C)C(C)C, CN(C)C(On1nnc2ccccc21)=[N+](C)C. Product: CC1COCCN1c1nc(-c2ccc(Nc3cccc(OCc4ccccc4)n3)cc2)nc2c1CCN(C=O)C2. As a reaction SMILES: [B-:39]([F:40])([F:41])([F:42])[F:43].[CH2:1]([c:2]1[cH:3][cH:4][cH:5][cH:6][cH:7]1)[O:8][c:9]1[cH:10][cH:11][cH:12][c:13]([NH:15][c:16]2[cH:17][cH:18][c:19](-[c:22]3[n:23][c:24]([N:32]4[CH:33]([CH3:38])[CH2:34][O:35][CH2:36][CH2:37]4)[c:25]4[c:26]([n:27]3)[CH2:28][NH:29][CH2:30][CH2:31]4)[cH:20][cH:21]2)[n:14]1.[CH3:64][N:65]([CH3:66])[CH:67]=[O:68].[CH:61]([OH:62])=[O:63].[CH:69]([N:70]([CH2:71][CH3:72])[CH:73]([CH3:74])[CH3:75])([CH3:76])[CH3:77].[n:44]1([O:53][C:54]([N:45]([CH3:46])[CH3:47])=[N+:48]([CH3:49])[CH3:50])[c:51]2[cH:52][cH:55][cH:56][cH:57][c:58]2[n:59][n:60]1>>[CH2:1]([c:2]1[cH:3][cH:4][cH:5][cH:6][cH:7]1)[O:8][c:9]1[cH:10][cH:11][cH:12][c:13]([NH:15][c:16]2[cH:17][cH:18][c:19](-[c:22]3[n:23][c:24]([N:32]4[CH:33]([CH3:38])[CH2:34][O:35][CH2:36][CH2:37]4)[c:25]4[c:26]([n:27]3)[CH2:28][N:29]([CH:54]=[O:53])[CH2:30][CH2:31]4)[cH:20][cH:21]2)[n:14]1. Reactants: C#CCBr, O=C([O-])[O-], CC(C)(C)C1CCNCC1, CC(C)=O, [K+], [K+]. Product: C#CCN1CCC(C(C)(C)C)CC1. RXN SMILES: [Br:17][CH2:18][C:19]#[CH:20].[C:1](=[O:2])([O-:3])[O-:4].[C:7]([CH3:8])([CH3:9])([CH3:10])[CH:11]1[CH2:12][CH2:13][NH:14][CH2:15][CH2:16]1.[CH3:21][C:22](=[O:23])[CH3:24].[K+:5].[K+:6]>>[C:7]([CH3:8])([CH3:9])([CH3:10])[CH:11]1[CH2:12][CH2:13][N:14]([CH2:20][C:19]#[CH:18])[CH2:15][CH2:16]1. Starting materials: CC(=O)Oc1ccccc1C(=O)Nc1ncc(S(C)(=O)=O)s1, C1CCOC1, Cl. Yields the product CS(=O)(=O)c1cnc(NC(=O)c2ccccc2O)s1. Reaction SMILES: [C:1](=[O:2])([CH3:3])[O:4][c:5]1[c:6]([C:11]([NH:12][c:13]2[s:14][c:15]([S:18](=[O:19])(=[O:20])[CH3:21])[cH:16][n:17]2)=[O:22])[cH:7][cH:8][cH:9][cH:10]1.[CH2:24]1[O:25][CH2:26][CH2:27][CH2:28]1.[ClH:23]>>[OH:4][c:5]1[c:6]([C:11]([NH:12][c:13]2[s:14][c:15]([S:18](=[O:19])(=[O:20])[CH3:21])[cH:16][n:17]2)=[O:22])[cH:7][cH:8][cH:9][cH:10]1.